From a dataset of the Open Reaction Database (ORD), a public repository of structured organic reaction records. describe an organic reaction: reactants, conditions, products, and yield Reactants: Cl[Si](C)(C)C (chlorotrimethylsilane), COC(CCC1=CC(=C(C=C1)OC)OC)=O (3-(3,4-dimethoxyphenyl)-propionic acid methyl ester), BrN1C(CCC1=O)=O (N-bromosuccinimide). The solvent is C1CCOC1 (THF), C1CCOC1 (THF). Conditions: temperature -78 celsius, time 1 hour. The product is COC(C(CC1=CC(=C(C=C1)OC)OC)Br)=O (2-bromo-3-(3,4-dimethoxyphenyl)-propionic acid methyl ester). The yield is 102.3%. RXN SMILES: Cl[Si](C)(C)C.[CH3:6][O:7][C:8](=[O:21])[CH2:9][CH2:10][C:11]1[CH:16]=[CH:15][C:14]([O:17][CH3:18])=[C:13]([O:19][CH3:20])[CH:12]=1.[Br:22]N1C(=O)CCC1=O>C1COCC1>[CH3:6][O:7][C:8](=[O:21])[CH:9]([Br:22])[CH2:10][C:11]1[CH:16]=[CH:15][C:14]([O:17][CH3:18])=[C:13]([O:19][CH3:20])[CH:12]=1. Procedure details: 85.68 ml 1.6N butyllithium solution in hexane (0,136 mol) was admixed with 19.27 ml (0.136 mol) diisopropylamine at -10° C. under nitrogen. Afterwards the white suspension was stirred for 30 minutes at -10° C., admixed with 200 ml absolute tetrahydrofuran (abs. THF) and the lithium diisopropylamide solution obtained was cooled to -78° C. Subsequently a solution of 25.6 ml (0.2 mol) freshly distilled chlorotrimethylsilane in 20 ml abs. THF was quickly added, a solution of 24.5 g (0.109 mol) 3-(3,...